Dataset: the Open Reaction Database (ORD), a public repository of structured organic reaction records. Task: describe an organic reaction: reactants, conditions, products, and yield Starting materials: ClCCl (dichloromethane), BrC=1C=C2C(=NC1)N(C=C2)[Si](C(C)C)(C(C)C)C(C)C (5-bromo-1-triisopropylsilanyl-1H-pyrrolo[2,3-b]pyridine), ice water, C(CC(O)(C(=O)O)CC(=O)O)(=O)O (citric acid). The reagents and catalysts are C1=CC=C(C=C1)P([C-]2C=CC=C2)C3=CC=CC=C3.C1=CC=C(C=C1)P([C-]2C=CC=C2)C3=CC=CC=C3.Cl[Pd]Cl.[Fe+2] ([1,1′-bis(diphenylphosphino)ferrocene]dichloropalladium(II)). Run in C1(=CC=CC=C1)C (toluene), C1(=CC=CC=C1)C (toluene). Run at temperature 60 celsius, time 1 hour. Product: CC=1C=C2C(=NC1)N(C=C2)[Si](C(C)C)(C(C)C)C(C)C (5-methyl-1-triisopropylsilanyl-1H-pyrrolo[2,3-b]pyridine). RXN SMILES: ClCCl.Br[C:5]1[CH:6]=[C:7]2[CH:13]=[CH:12][N:11]([Si:14]([CH:21]([CH3:23])[CH3:22])([CH:18]([CH3:20])[CH3:19])[CH:15]([CH3:17])[CH3:16])[C:8]2=[N:9][CH:10]=1.[C:24](O)(=O)CC(CC(O)=O)(C(O)=O)O>C1(C)C=CC=CC=1.C1C=CC(P(C2C=CC=CC=2)[C-]2C=CC=C2)=CC=1.C1C=CC(P(C2C=CC=CC=2)[C-]2C=CC=C2)=CC=1.Cl[Pd]Cl.[Fe+2]>[CH3:24][C:5]1[CH:6]=[C:7]2[CH:13]=[CH:12][N:11]([Si:14]([CH:21]([CH3:23])[CH3:22])([CH:18]([CH3:20])[CH3:19])[CH:15]([CH3:17])[CH3:16])[C:8]2=[N:9][CH:10]=1 |f:4.5.6.7|. Procedure details: In a round bottom flask, [1,1′-bis(diphenylphosphino)ferrocene]dichloropalladium(II) 1:1 complex with dichloromethane (0.04 g, 0.05 mmol) is combined with 10 mL of toluene under an atmosphere of nitrogen, and 5-bromo-1-triisopropylsilanyl-1H-pyrrolo[2,3-b]pyridine (5, 0.3 g, 0.8 mmol) in 1 mL of toluene is added dropwise. The reaction is stirred at 60° C. for 1 hour, then at 90° C. for 30 minutes. The reaction is cooled to room temperature, an ice/water solution of 0.1 N citric acid at pH 4 is a... Reactants: BrCc1ccccc1, CN(C)C=O, COC(C)(C)C, Cl, [H-], [H][H], [Na+], COC(=O)C(C)(C)CO. Yields the product COC(=O)C(C)(C)COCc1ccccc1. RXN SMILES: [Br:14][CH2:15][c:16]1[cH:17][cH:18][cH:19][cH:20][cH:21]1.[CH3:22][N:23]([CH3:24])[CH:25]=[O:26].[CH3:28][O:29][C:30]([CH3:31])([CH3:32])[CH3:33].[ClH:27].[H-:10].[H:12][H:13].[Na+:11].[OH:1][CH2:2][C:3]([C:4](=[O:5])[O:6][CH3:7])([CH3:8])[CH3:9]>>[O:1]([CH2:2][C:3]([C:4](=[O:5])[O:6][CH3:7])([CH3:8])[CH3:9])[CH2:15][c:16]1[cH:17][cH:18][cH:19][cH:20][cH:21]1. The solvent is C1CCOC1 (THF), C1CCOC1 (THF). The product is ether hexanes, ON(C(=O)NC1=CC=CC=C1)C(C)C=1OC(=CC1)C (N-hydroxy-N-(1-(5-methylfur-2-yl)ethyl)-N'-phenyl urea). Procedure: To a solution of phenyl isocyanate (0.87 mL, 8.0 mmol) in 10 mL THF was added N-(1-(5-methyl-fur-2-yl)ethyl) hydroxylamine (0.50 g, 4.0 mmol) in 3 mL THF. The reaction was stirred 1 h at room temperature and was quenched with saturated ammonium chloride solution (25 mL). The aqueous layer was extracted with ethyl acetate (3×10 mL) and the organic layer was washed with brine (1×20 mL). The solution was dried with MgSO4, filtered and evaporated. Chromatography (silica gel, 30% ether/hexanes) gave ... Yield: 30.7%. Starting materials: C1(=CC=CC=C1)N=C=O (phenyl isocyanate), CC1=CC=C(O1)C(C)NO (N-(1-(5-methyl-fur-2-yl)ethyl) hydroxylamine). RXN SMILES: [C:1]1([N:7]=[C:8]=[O:9])[CH:6]=[CH:5][CH:4]=[CH:3][CH:2]=1.[CH3:10][C:11]1[O:15][C:14]([CH:16]([NH:18][OH:19])[CH3:17])=[CH:13][CH:12]=1>C1COCC1>[OH:19][N:18]([CH:16]([C:14]1[O:15][C:11]([CH3:10])=[CH:12][CH:13]=1)[CH3:17])[C:8]([NH:7][C:1]1[CH:6]=[CH:5][CH:4]=[CH:3][CH:2]=1)=[O:9]. Conditions: time 1 hour. The reactants are FC1=C(C(=CC=C1)F)NC(=O)C1=NN(C(=C1)C1=C(C=CC=C1)OC)C (N-(2,6-Difluoro-phenyl)-5-(2-methoxyphenyl)-1-methyl-1H-pyrazole-3-carboxylic acid amide), FC=1C=CC(=C(C1)C1=CC(=NN1C)C(=O)O)OC (5-(5-fluoro-2-methoxyphenyl)-1-methyl-1H-pyrazole-3-carboxylic acid). Yields the product FC1=C(N)C(=CC=C1)F (2,6-difluoroaniline), FC1=C(C(=CC=C1)F)NC(=O)C1=NN(C(=C1)C1=C(C=CC(=C1)F)OC)C (N-(2,6-Difluoro-phenyl)-5-(5-fluoro-2-methoxy-phenyl)-1-methyl-1H-pyrazole-3-carboxylic acid amide). Yield: 22.0%. Reaction SMILES: [F:1][C:2]1[CH:7]=[CH:6][CH:5]=[C:4]([F:8])[C:3]=1[NH:9][C:10]([C:12]1[CH:16]=[C:15]([C:17]2[CH:22]=[CH:21][CH:20]=[CH:19][C:18]=2[O:23][CH3:24])[N:14]([CH3:25])[N:13]=1)=[O:11].[F:26]C1C=CC(OC)=C(C2N(C)N=C(C(O)=O)C=2)C=1>>[F:1][C:2]1[CH:7]=[CH:6][CH:5]=[C:4]([F:8])[C:3]=1[NH2:9].[F:8][C:4]1[CH:5]=[CH:6][CH:7]=[C:2]([F:1])[C:3]=1[NH:9][C:10]([C:12]1[CH:16]=[C:15]([C:17]2[CH:22]=[C:21]([F:26])[CH:20]=[CH:19][C:18]=2[O:23][CH3:24])[N:14]([CH3:25])[N:13]=1)=[O:11]. Procedure: The title compound of example 10 was prepared in analogy to the preparation of the title compound of example 1 through the reaction of 5-(5-fluoro-2-methoxyphenyl)-1-methyl-1H-pyrazole-3-carboxylic acid (201 mg) with 2,6-difluoroaniline (105 mg) (22% yield). Reactants: CCOCC (ether), C(CC(C)C)(=O)Cl (isovaleryl chloride), CC1=CC(=C(C=C1)N)C1=NC(=NC=C1)SC (4-methyl-2-[2-(methylthio)-4-pyrimidinyl]benzenamine), N1=CC=CC=C1 (pyridine). Run in C(Cl)(Cl)Cl (chloroform), C(Cl)(Cl)Cl (chloroform). Run at time 1 hour. Product: CC(C(=O)NC1=C(C=C(C=C1)C)C1=NC(=NC=C1)SC)C (2-methyl-N-[4-methyl-2-[2-(methylthio)-4-pyrimidinyl]phenyl]propanamide). Reaction SMILES: C(Cl)(=O)[CH2:2][CH:3]([CH3:5])[CH3:4].[CH3:8][C:9]1[CH:14]=[CH:13][C:12]([NH2:15])=[C:11]([C:16]2[CH:21]=[CH:20][N:19]=[C:18]([S:22][CH3:23])[N:17]=2)[CH:10]=1.N1C=CC=CC=1.CC[O:32]CC>C(Cl)(Cl)Cl>[CH3:5][CH:3]([CH3:4])[C:2]([NH:15][C:12]1[CH:13]=[CH:14][C:9]([CH3:8])=[CH:10][C:11]=1[C:16]1[CH:21]=[CH:20][N:19]=[C:18]([S:22][CH3:23])[N:17]=1)=[O:32]. Reported procedure: A solution of 11.7 g (0.11 mol) isovaleryl chloride in 15 mL dry chloroform was added dropwise with stirring to a solution of 23.1 g (0.10 mol) 4-methyl-2-[2-(methylthio)-4-pyrimidinyl]benzenamine and 12 g pyridine in 60 mL dry chloroform. Stirring was continued for 1 h at room temperature, after which the reaction mixture was diluted with 200 mL ether and washed successively with water, 0.5N hydrochloric acid solution, and brine. The organic extracts were dried over magnesium sulfate, filtered,... Starting materials: COc1ccc(CBr)c([N+](=O)[O-])c1, C1CCCCC1, CCOC(C)=O, CCOP(OCC)OCC. Product: CCOP(=O)(Cc1ccc(OC)cc1[N+](=O)[O-])OCC. Reaction SMILES: [Br:1][CH2:2][c:3]1[c:4]([N+:11](=[O:12])[O-:13])[cH:5][c:6]([O:9][CH3:10])[cH:7][cH:8]1.[CH2:24]1[CH2:25][CH2:26][CH2:27][CH2:28][CH2:29]1.[CH3:30][CH2:31][O:32][C:33]([CH3:34])=[O:35].[P:14]([O:15][CH2:16][CH3:17])([O:18][CH2:19][CH3:20])[O:21][CH2:22][CH3:23]>>[CH2:2]([c:3]1[c:4]([N+:11](=[O:12])[O-:13])[cH:5][c:6]([O:9][CH3:10])[cH:7][cH:8]1)[P:14]([O:15][CH2:16][CH3:17])([O:18][CH2:19][CH3:20])=[O:21].